From a dataset of the Open Reaction Database (ORD), a public repository of structured organic reaction records. describe an organic reaction: reactants, conditions, products, and yield The reactants are O([Si](C)(C)C(C)(C)C)C(CC[C@@H]1C([C@@H](C[C@H]1OC1OCCCC1)O)CCCCCCCCC(=O)OC(C)C)C(CCCCCC)(F)F (Isopropyl 9-{2(R)-[3(RS)-(t-butyldimethylsiloxy)-4,4-difluorodecyl]-5(R)-hydroxy-3(R)-(tetrahydropyranyloxy)cyclopentyl}nonanoate), C(C(=O)Cl)(=O)Cl (oxalyl chloride), CS(=O)C (DMSO). Solvent: ClCCl (dichloromethane), ClCCl (dichloromethane), C(C)N(CC)CC (triethylamine). Product: O([Si](C)(C)C(C)(C)C)C(CC[C@@H]1C(C(C[C@H]1OC1OCCCC1)=O)CCCCCCCCC(=O)OC(C)C)C(CCCCCC)(F)F (Isopropyl 9-{2(R)-(3(RS)-(t-butyldimethylsiloxy)-4,4-difluorodecyl]-5-oxo-3(R)-(tetrahydropyranyloxy)cyclopentyl}nonanoate). As a reaction SMILES: [O:1]([CH:9]([C:39]([F:47])([F:46])[CH2:40][CH2:41][CH2:42][CH2:43][CH2:44][CH3:45])[CH2:10][CH2:11][C@H:12]1[C@H:16]([O:17][CH:18]2[CH2:23][CH2:22][CH2:21][CH2:20][O:19]2)[CH2:15][C@@H:14]([OH:24])[CH:13]1[CH2:25][CH2:26][CH2:27][CH2:28][CH2:29][CH2:30][CH2:31][CH2:32][C:33]([O:35][CH:36]([CH3:38])[CH3:37])=[O:34])[Si:2]([C:5]([CH3:8])([CH3:7])[CH3:6])([CH3:4])[CH3:3].C(Cl)(=O)C(Cl)=O.CS(C)=O>ClCCl.C(N(CC)CC)C>[O:1]([CH:9]([C:39]([F:47])([F:46])[CH2:40][CH2:41][CH2:42][CH2:43][CH2:44][CH3:45])[CH2:10][CH2:11][C@H:12]1[C@H:16]([O:17][CH:18]2[CH2:23][CH2:22][CH2:21][CH2:20][O:19]2)[CH2:15][C:14](=[O:24])[CH:13]1[CH2:25][CH2:26][CH2:27][CH2:28][CH2:29][CH2:30][CH2:31][CH2:32][C:33]([O:35][CH:36]([CH3:37])[CH3:38])=[O:34])[Si:2]([C:5]([CH3:7])([CH3:8])[CH3:6])([CH3:3])[CH3:4]. Reported procedure: A solution of the compound (12-10) (1.09 g) in dichloromethane (2 ml) was subjected to Swan oxydation using oxalyl chloride (2.0M, CH2Cl2 solution, 1.58 ml), a solution of DMSO (0.45 ml) in dichloromethane (10 ml) and triethylamine (0.88 ml). The crude product obtained by the conventional treatment was purified by silica gel chromatography (n-hexane/ethyl acetate=8/2) to give the titled compound (12-11). Reactants: [H][H] (hydrogen), C(C1=CC=CC=C1)OC[C@H](OCP(OCC)(OCC)=O)CO[Si](C1=CC=CC=C1)(C1=CC=CC=C1)C(C)(C)C (diethyl (S)-[2-benzyloxy-1-(t-butyldiphenylsilyloxymethyl)ethoxy]methylphosphonate), C(Cl)Cl.CO (CH2Cl2 MeOH). The reagents and catalysts are CO.Cl (methanol HCl), [Pd] (Pd-C). Run in C(C)O (ethanol). Yields the product [Si](C1=CC=CC=C1)(C1=CC=CC=C1)(C(C)(C)C)OC[C@H](CO)OCP(OCC)(OCC)=O (Diethyl (S)-[1-(t-butyldiphenylsilyloxymethyl)-2-hydroxyethoxy]methylphosphonate). The yield is 85.1%. Reaction SMILES: C([O:8][CH2:9][C@@H:10]([CH2:21][O:22][Si:23]([C:36]([CH3:39])([CH3:38])[CH3:37])([C:30]1[CH:35]=[CH:34][CH:33]=[CH:32][CH:31]=1)[C:24]1[CH:29]=[CH:28][CH:27]=[CH:26][CH:25]=1)[O:11][CH2:12][P:13](=[O:20])([O:17][CH2:18][CH3:19])[O:14][CH2:15][CH3:16])C1C=CC=CC=1.[H][H].C(Cl)Cl.CO>C(O)C.CO.Cl.[Pd]>[Si:23]([O:22][CH2:21][C@@H:10]([O:11][CH2:12][P:13](=[O:20])([O:14][CH2:15][CH3:16])[O:17][CH2:18][CH3:19])[CH2:9][OH:8])([C:36]([CH3:38])([CH3:39])[CH3:37])([C:30]1[CH:35]=[CH:34][CH:33]=[CH:32][CH:31]=1)[C:24]1[CH:29]=[CH:28][CH:27]=[CH:26][CH:25]=1 |f:2.3,5.6|. Procedure details: To a solution of diethyl (S)-[2-benzyloxy-1-(t-butyldiphenylsilyloxymethyl)ethoxy]methylphosphonate (1.90 g, 3.3 mmol) in ethanol (20 ml) containing a trace of methanol/HCl (10 drops), was added 10%Pd-C (1.2 g). The mixture was shaken under an atmosphere of hydrogen at ambient temperature and atmospheric pressure until hydrogen uptake was complete and t.l.c. (SiO2, CH2Cl2 -MeOH, 95:5) indicated no starting material remained. The reaction mixture was filtered, the filtrate evaporated and the resi... Starting materials: FC1=C(C=C(C=C1)[N+](=O)[O-])C (2-fluoro-5-nitrotoluene), CN1C(CCC1)=O (N-methylpyrrolidinone), NCCOC(C)O (2-aminoethoxyethanol), C(=O)([O-])[O-].[K+].[K+] (K2CO3). Solvent: O (water). Run at temperature 60 celsius. Yields the product [N+](=O)([O-])C1=CC(=C(C=C1)NCCOCCO)C (2-[2-(4-nitro-2-methylphenylamino)ethoxy]ethanol). As a reaction SMILES: F[C:2]1[CH:7]=[CH:6][C:5]([N+:8]([O-:10])=[O:9])=[CH:4][C:3]=1[CH3:11].CN1CCCC1=[O:18].[NH2:19][CH2:20][CH2:21][O:22][CH:23](O)[CH3:24].C([O-])([O-])=O.[K+].[K+]>O>[N+:8]([C:5]1[CH:6]=[CH:7][C:2]([NH:19][CH2:20][CH2:21][O:22][CH2:23][CH2:24][OH:18])=[C:3]([CH3:11])[CH:4]=1)([O-:10])=[O:9] |f:3.4.5|. Reported procedure: 2 g of 2-fluoro-5-nitrotoluene were added to a solution of 20 ml of N-methylpyrrolidinone, 1.63 g of 2-aminoethoxyethanol and 2.14 g of K2CO3. The reaction medium was heated at 60° C. for 12 hours and, after cooling to room temperature, was then poured into a water and ice mixture. The resulting medium was extracted with ethyl acetate and the organic phase was then concentrated under vacuum. 2.2 g of 2-[2-(4-nitro-2-methylphenylamino)ethoxy]ethanol (13) were obtained.